Dataset: the Open Reaction Database (ORD), a public repository of structured organic reaction records. Task: describe an organic reaction: reactants, conditions, products, and yield Starting materials: C#CC(C)O[Si](C)(C)C(C)(C)C, [Li]CCCC, CCCCCC, CON(C)C(=O)c1ccc(NC(=O)c2cnccn2)cc1F, C1CCOC1, O. Product: CC(C#CC(=O)c1ccc(NC(=O)c2cnccn2)cc1F)O[Si](C)(C)C(C)(C)C. Reaction SMILES: [C:12]([CH3:13])([CH3:14])([CH3:15])[Si:16]([O:17][CH:18]([C:19]#[CH:20])[CH3:21])([CH3:22])[CH3:23].[CH2:1]([Li:2])[CH2:3][CH2:4][CH3:5].[CH3:6][CH2:7][CH2:8][CH2:9][CH2:10][CH3:11].[F:24][c:25]1[cH:26][c:27]([NH:37][C:38](=[O:39])[c:40]2[n:41][cH:42][cH:43][n:44][cH:45]2)[cH:28][cH:29][c:30]1[C:31](=[O:32])[N:33]([O:34][CH3:35])[CH3:36].[O:47]1[CH2:48][CH2:49][CH2:50][CH2:51]1.[OH2:46]>>[C:12]([CH3:13])([CH3:14])([CH3:15])[Si:16]([O:17][CH:18]([C:19]#[C:20][C:31]([c:30]1[c:25]([F:24])[cH:26][c:27]([NH:37][C:38](=[O:39])[c:40]2[n:41][cH:42][cH:43][n:44][cH:45]2)[cH:28][cH:29]1)=[O:32])[CH3:21])([CH3:22])[CH3:23]. The reactants are C1CCOC1, COc1cc[nH]c1C=C1C(=O)Nc2ccc(N)c(-c3ccc(O)cc3)c21, [Na+], O=C([O-])O, O=C(Cl)Cc1cccs1. Product: COc1cc[nH]c1C=C1C(=O)Nc2ccc(NC(=O)Cc3cccs3)c(-c3ccc(O)cc3)c21. Reaction SMILES: [CH2:41]1[O:42][CH2:43][CH2:44][CH2:45]1.[NH2:1][c:2]1[c:3](-[c:20]2[cH:21][cH:22][c:23]([OH:26])[cH:24][cH:25]2)[c:4]2[c:8]([cH:9][cH:10]1)[NH:7][C:6](=[O:11])[C:5]2=[CH:12][c:13]1[nH:14][cH:15][cH:16][c:17]1[O:18][CH3:19].[Na+:40].[O-:36][C:37]([OH:38])=[O:39].[s:27]1[c:28]([CH2:32][C:33](=[O:34])[Cl:35])[cH:29][cH:30][cH:31]1>>[NH:1]([c:2]1[c:3](-[c:20]2[cH:21][cH:22][c:23]([OH:26])[cH:24][cH:25]2)[c:4]2[c:8]([cH:9][cH:10]1)[NH:7][C:6](=[O:11])[C:5]2=[CH:12][c:13]1[nH:14][cH:15][cH:16][c:17]1[O:18][CH3:19])[C:33]([CH2:32][c:28]1[s:27][cH:31][cH:30][cH:29]1)=[O:34].